Dataset: the Open Reaction Database (ORD), a public repository of structured organic reaction records. Task: describe an organic reaction: reactants, conditions, products, and yield Starting materials: C1(=CC=CC=C1)S(=O)(=O)CC1=CC=C(C(=C1C(=O)OCC)O)C1=COC=C1 (ethyl 6-(benzenesulphonylmethyl)-3-(furan-3-yl)-2-hydroxybenzoate), C12CCCC(CC1)N2S(=O)(=O)CC2=CC=C(C(=C2C(=O)OC)OC)Br (methyl 6-(8-azabicyclo[3.2.1]octane-8-ylsulphonylmethyl)-3-bromo-2-methoxybenzoate), C12CCCC(CC1)N2S(=O)(=O)CC2=CC=C(C(=C2C(=O)OC)OC)Br (methyl 6-(8-azabicyclo[3.2.1]octane-8-ylsulphonylmethyl)-3-bromo-2-methoxybenzoate). As a reaction SMILES: C1(S(CC2C(C(OCC)=O)=C(O)C([C:23]3[CH:27]=[CH:26][O:25][CH:24]=3)=CC=2)(=O)=O)C=CC=CC=1.[CH:28]12[N:35]([S:36]([CH2:39][C:40]3[C:45]([C:46]([O:48][CH3:49])=[O:47])=[C:44]([O:50][CH3:51])[C:43](Br)=[CH:42][CH:41]=3)(=[O:38])=[O:37])[CH:32]([CH2:33][CH2:34]1)[CH2:31][CH2:30][CH2:29]2>>[CH:28]12[N:35]([S:36]([CH2:39][C:40]3[C:45]([C:46]([O:48][CH3:49])=[O:47])=[C:44]([O:50][CH3:51])[C:43]([C:23]4[CH:27]=[CH:26][O:25][CH:24]=4)=[CH:42][CH:41]=3)(=[O:38])=[O:37])[CH:32]([CH2:33][CH2:34]1)[CH2:31][CH2:30][CH2:29]2. Reported procedure: Prepared by proceeding in a similar manner to Intermediate 36, starting from methyl 6-(8-azabicyclo[3.2.1]octane-8-ylsulphonylmethyl)-3-bromo-2-methoxybenzoate (Intermediate 186) as a white solid. The product is C12CCCC(CC1)N2S(=O)(=O)CC2=CC=C(C(=C2C(=O)OC)OC)C2=COC=C2 (Methyl 6-(8-azabicyclo[3.2.1]octane-8-ylsulphonylmethyl)-3-(furan-3-yl)-2-methoxybenzoate). Reactants: ClC1=NN(C=2C1=NC=C(C2)C(=O)O)CC2=C(C=CC=C2Cl)Cl (3-chloro-1-(2,6-dichlorobenzyl)-1H-pyrazolo[4,3-b]pyridine-6-carboxylic acid), [OH-].[K+] (potassium hydroxide). Run in C(C)O (ethanol). Yields the product ClC1=NN(C=2C1=NC=C(C2)C(=O)[O-])CC2=C(C=CC=C2Cl)Cl.[K+] (potassium 3-chloro-1-(2,6-dichlorobenzyl)-1H-pyrazolo[4,3-b]pyridine-6-carboxylate). RXN SMILES: [Cl:1][C:2]1[C:6]2=[N:7][CH:8]=[C:9]([C:11]([OH:13])=[O:12])[CH:10]=[C:5]2[N:4]([CH2:14][C:15]2[C:20]([Cl:21])=[CH:19][CH:18]=[CH:17][C:16]=2[Cl:22])[N:3]=1.[OH-].[K+:24]>C(O)C>[Cl:1][C:2]1[C:6]2=[N:7][CH:8]=[C:9]([C:11]([O-:13])=[O:12])[CH:10]=[C:5]2[N:4]([CH2:14][C:15]2[C:16]([Cl:22])=[CH:17][CH:18]=[CH:19][C:20]=2[Cl:21])[N:3]=1.[K+:24] |f:1.2,4.5|. Procedure details: To a solution of the compound [172](27 mg) in ethanol (2.0 mL) was added an aqueous solution of 1N-potassium hydroxide (74 μL) at room temperature, and the solution was concentrated under reduced pressure to give the titled compound (28 mg) as a white solid. Starting materials: C(C1=CC=CC=C1)C=1C=NC2=C(C=CC=C2C1C=1C=C(C=CC1)O)C(F)(F)F (3-[3-benzyl-8-(trifluoromethyl)quinolin-4-yl]phenol), C(CC)OC(CC1=CC=C(C=C1)CBr)=O ((4-Bromomethyl-phenyl)-acetic acid propyl ester). Product: C(C)OC(CC1=CC=C(C=C1)COC1=CC(=CC=C1)C1=C(C=NC2=C(C=CC=C12)C(F)(F)F)CC1=CC=CC=C1)=O (ETHYL[4-({3-[3-BENZYL-8-(TRIFLUOROMETHYL)QUINOLIN-4-YL]PHENOXY}METHYL)PHENYL]ACETATE). Reaction SMILES: [CH2:1]([C:8]1[CH:9]=[N:10][C:11]2[C:16]([C:17]=1[C:18]1[CH:19]=[C:20]([OH:24])[CH:21]=[CH:22][CH:23]=1)=[CH:15][CH:14]=[CH:13][C:12]=2[C:25]([F:28])([F:27])[F:26])[C:2]1[CH:7]=[CH:6][CH:5]=[CH:4][CH:3]=1.[CH2:29]([O:32][C:33](=[O:43])[CH2:34][C:35]1[CH:40]=[CH:39][C:38]([CH2:41]Br)=[CH:37][CH:36]=1)[CH2:30]C>>[CH2:29]([O:32][C:33](=[O:43])[CH2:34][C:35]1[CH:36]=[CH:37][C:38]([CH2:41][O:24][C:20]2[CH:21]=[CH:22][CH:23]=[C:18]([C:17]3[C:16]4[C:11](=[C:12]([C:25]([F:28])([F:26])[F:27])[CH:13]=[CH:14][CH:15]=4)[N:10]=[CH:9][C:8]=3[CH2:1][C:2]3[CH:3]=[CH:4][CH:5]=[CH:6][CH:7]=3)[CH:19]=2)=[CH:39][CH:40]=1)[CH3:30]. Procedure: The title compound was prepared from 3-[3-benzyl-8-(trifluoromethyl)quinolin-4-yl]phenol and (4-Bromomethyl-phenyl)-acetic acid propyl ester as in the procedure of Example 43. MS (ESI) m/z 556; Starting materials: COC(C1=C(C=CC=C1CBr)Br)=O (2-bromo-6-bromomethyl-benzoic acid methyl ester), C[N+]1(CCOCC1)[O-] (N-methylmorpholine N-oxide). The solvent is C(C)#N (acetonitrile). Run at time 1.5 hour. Product: COC(C1=C(C=CC=C1C=O)Br)=O (2-Bromo-6-formyl-benzoic acid methyl ester). Reaction SMILES: [CH3:1][O:2][C:3](=[O:13])[C:4]1[C:9]([CH2:10]Br)=[CH:8][CH:7]=[CH:6][C:5]=1[Br:12].C[N+]1([O-])CC[O:18]CC1>C(#N)C>[CH3:1][O:2][C:3](=[O:13])[C:4]1[C:9]([CH:10]=[O:18])=[CH:8][CH:7]=[CH:6][C:5]=1[Br:12]. Procedure details: A suspension of 2-bromo-6-bromomethyl-benzoic acid methyl ester (21.8 mmol), N-methylmorpholine N-oxide (43.6 mmol) and 35 g powdered 4 Å molecular sieves in 350 mL acetonitrile was stirred for 1.5 h at room temperature. The reaction was filtered through a bed of silica, and the filtrate was purified on silica. The reactants are COC=1C=CC=C(C1S(=O)(=O)OCC(=O)C1=CC=CC=C1)OC (3,5-dimethoxy-4-benzenesulphonyloxy-acetophenone), C1(=CC=CC=C1)NN (phenylhydrazine). Yields the product C1(=CC=CC=C1)NN=C(COS(=O)(=O)C1=C(C=CC=C1OC)OC)C1=CC=CC=C1 (3,5-dimethoxy-4-benzenesulphonyloxy-acetophenone phenylhydrazone). The yield is 100.0%. As a reaction SMILES: [CH3:1][O:2][C:3]1[CH:4]=[CH:5][CH:6]=[C:7]([O:22][CH3:23])[C:8]=1[S:9]([O:12][CH2:13][C:14]([C:16]1[CH:21]=[CH:20][CH:19]=[CH:18][CH:17]=1)=O)(=[O:11])=[O:10].[C:24]1([NH:30][NH2:31])[CH:29]=[CH:28][CH:27]=[CH:26][CH:25]=1>>[C:24]1([NH:30][N:31]=[C:14]([C:16]2[CH:21]=[CH:20][CH:19]=[CH:18][CH:17]=2)[CH2:13][O:12][S:9]([C:8]2[C:3]([O:2][CH3:1])=[CH:4][CH:5]=[CH:6][C:7]=2[O:22][CH3:23])(=[O:11])=[O:10])[CH:29]=[CH:28][CH:27]=[CH:26][CH:25]=1. Procedure details: The 3,5-dimethoxy-4-benzenesulphonyloxy-acetophenone obtained as described above was reacted with phenylhydrazine following the procedure set out in Example 1b and 3,5-dimethoxy-4-benzenesulphonyloxy-acetophenone phenylhydrazone was obtained with a yield of 100% in crude product, which was recrystallized from methanol and directly used for the following step. The reactants are CCOC(=O)CCCCN(CCc1ccccc1OCc1ccc(Br)cc1)Cc1ccc(C(=O)OC)cc1, COCCOC, CCOC(C)=O, OB(O)c1ccc(Cl)cc1, [Na+], [Na+], O=C([O-])[O-], Cl[Pd]Cl, c1ccc(P(c2ccccc2)c2ccccc2)cc1, c1ccc(P(c2ccccc2)c2ccccc2)cc1. The product is CCOC(=O)CCCCN(CCc1ccccc1OCc1ccc(-c2ccc(Cl)cc2)cc1)Cc1ccc(C(=O)OC)cc1. Reaction SMILES: [Br:1][c:2]1[cH:3][cH:4][c:5]([CH2:6][O:7][c:8]2[c:9]([CH2:10][CH2:11][N:12]([CH2:13][CH2:14][CH2:15][CH2:16][C:17](=[O:18])[O:19][CH2:20][CH3:21])[CH2:22][c:23]3[cH:24][cH:25][c:26]([C:27](=[O:28])[O:29][CH3:30])[cH:31][cH:32]3)[cH:33][cH:34][cH:35][cH:36]2)[cH:37][cH:38]1.[CH2:61]([CH2:62][O:63][CH3:64])[O:65][CH3:66].[CH3:55][CH2:56][O:57][C:58](=[O:59])[CH3:60].[Cl:39][c:40]1[cH:41][cH:42][c:43]([B:46]([OH:47])[OH:48])[cH:44][cH:45]1.[Na+:49].[Na+:50].[O-:51][C:52](=[O:53])[O-:54].[Pd:67]([Cl:68])[Cl:69].[c:70]1([P:71]([c:72]2[cH:73][cH:74][cH:75][cH:76][cH:77]2)[c:78]2[cH:79][cH:80][cH:81][cH:82][cH:83]2)[cH:84][cH:85][cH:86][cH:87][cH:88]1.[c:89]1([P:90]([c:91]2[cH:92][cH:93][cH:94][cH:95][cH:96]2)[c:97]2[cH:98][cH:99][cH:100][cH:101][cH:102]2)[cH:103][cH:104][cH:105][cH:106][cH:107]1>>[c:2]1(-[c:43]2[cH:42][cH:41][c:40]([Cl:39])[cH:45][cH:44]2)[cH:3][cH:4][c:5]([CH2:6][O:7][c:8]2[c:9]([CH2:10][CH2:11][N:12]([CH2:13][CH2:14][CH2:15][CH2:16][C:17](=[O:18])[O:19][CH2:20][CH3:21])[CH2:22][c:23]3[cH:24][cH:25][c:26]([C:27](=[O:28])[O:29][CH3:30])[cH:31][cH:32]3)[cH:33][cH:34][cH:35][cH:36]2)[cH:37][cH:38]1.